Dataset: the Open Reaction Database (ORD), a public repository of structured organic reaction records. Task: describe an organic reaction: reactants, conditions, products, and yield Conditions: time 8 hour. Reactants: ONC(=N)C=1C=NC(=CC1)CN=[N+]=[N-] (3-hydroxyamidino-6-azidomethylpyridine), C1CCOC1.O (THF water), C1(=CC=CC=C1)P(C1=CC=CC=C1)C1=CC=CC=C1 (triphenylphosphine). Yields the product ONC(=N)C=1C=NC(=CC1)CN (3-hydroxyamidino-6-aminomethylpyridine). Procedure: To a solution of the azide (11-4) of Example 52 in THF/water (80 ml/5 ml) (7.8 g, 40.6 mmol) was added triphenylphosphine (12.8 g, 48.72 mmol). The reaction mixture was stirred overnight at room temperature. The solvent was removed to dryness and the remaining residue was diluted with 100 ml 1N HCl and 100 ml water. The aqueous layer was extracted several times with dichloromethane. The aqueous layer was made basic (pH˜9) with an alkaline resin (Bio Rad AG 1-X8). The resin was filtered and washe... Reaction SMILES: [OH:1][NH:2][C:3]([C:5]1[CH:6]=[N:7][C:8]([CH2:11][N:12]=[N+]=[N-])=[CH:9][CH:10]=1)=[NH:4].C1COCC1.O.C1(P(C2C=CC=CC=2)C2C=CC=CC=2)C=CC=CC=1>>[OH:1][NH:2][C:3]([C:5]1[CH:6]=[N:7][C:8]([CH2:11][NH2:12])=[CH:9][CH:10]=1)=[NH:4] |f:1.2|.